This data is from the Open Reaction Database (ORD), a public repository of structured organic reaction records. The task is: describe an organic reaction: reactants, conditions, products, and yield The reactants are CC#N, Cc1ccccc1, CN1CC(CCCl)Oc2ccc([N+](=O)[O-])cc2C1=O, S=P12SP3(=S)SP(=S)(S1)SP(=S)(S2)S3. As a reaction SMILES: [CH3:34][C:35]#[N:36].[CH3:37][c:38]1[cH:39][cH:40][cH:41][cH:42][cH:43]1.[Cl:1][CH2:2][CH2:3][CH:4]1[O:5][c:6]2[c:7]([cH:13][c:14]([N+:17](=[O:18])[O-:19])[cH:15][cH:16]2)[C:8](=[O:12])[N:9]([CH3:11])[CH2:10]1.[P:20]12(=[S:21])[S:22][P:23]3(=[S:33])[S:24][P:25](=[S:31])([S:26][P:27](=[S:30])([S:28]3)[S:29]1)[S:32]2>>[Cl:1][CH2:2][CH2:3][CH:4]1[O:5][c:6]2[c:7]([cH:13][c:14]([N+:17](=[O:18])[O-:19])[cH:15][cH:16]2)[C:8](=[S:21])[N:9]([CH3:11])[CH2:10]1. The product is CN1CC(CCCl)Oc2ccc([N+](=O)[O-])cc2C1=S. Starting materials: [BH4-], CCCCC1CCC(C2CC=C(C3CCC(=O)CC3)CC2)CC1, CCO, [Na+], O. Product: CCCCC1CCC(C2CC=C(C3CCC(O)CC3)CC2)CC1. Reaction SMILES: [BH4-:24].[CH2:1]([CH2:2][CH2:3][CH3:4])[CH:5]1[CH2:6][CH2:7][CH:8]([CH:11]2[CH2:12][CH:13]=[C:14]([CH:17]3[CH2:18][CH2:19][C:20](=[O:23])[CH2:21][CH2:22]3)[CH2:15][CH2:16]2)[CH2:9][CH2:10]1.[CH3:27][CH2:28][OH:29].[Na+:25].[OH2:26]>>[CH2:1]([CH2:2][CH2:3][CH3:4])[CH:5]1[CH2:6][CH2:7][CH:8]([CH:11]2[CH2:12][CH:13]=[C:14]([CH:17]3[CH2:18][CH2:19][CH:20]([OH:23])[CH2:21][CH2:22]3)[CH2:15][CH2:16]2)[CH2:9][CH2:10]1. Reactants: [OH-].[Li+] (lithium hydroxide), C(C)O (ethanol), Cl.COC([C@@H](N)CCC1=CC=CC=C1)=O ((L)-homo-phenylalanine methyl ester hydrochloride), methyl ester, CC=1C=C(C(=O)N([C@H](CC2=CC=CC=C2)C(=O)O)C)C=C(C1)C (N-(3,5-dimethylbenzoyl)-N-methyl-(D)-phenylalanine), methylester. Solvent: CO.O (methanol water). Yields the product CC=1C=C(C(=O)N([C@H](CC2=CC=CC=C2)C(=O)N[C@@H](CCC2=CC=CC=C2)C(=O)O)C)C=C(C1)C (N-(3,5-dimethylbenzoyl)-N-methyl-(D)-phenylalanyl-(L)-homo-phenylalanine). As a reaction SMILES: [CH3:1][C:2]1[CH:3]=[C:4]([CH:20]=[C:21]([CH3:23])[CH:22]=1)[C:5]([N:7]([CH3:19])[C@@H:8]([C:16](O)=[O:17])[CH2:9][C:10]1[CH:15]=[CH:14][CH:13]=[CH:12][CH:11]=1)=[O:6].[OH-].[Li+].C(O)C.Cl.C[O:31][C:32](=[O:43])[C@H:33]([CH2:35][CH2:36][C:37]1[CH:42]=[CH:41][CH:40]=[CH:39][CH:38]=1)[NH2:34]>CO.O>[CH3:1][C:2]1[CH:3]=[C:4]([CH:20]=[C:21]([CH3:23])[CH:22]=1)[C:5]([N:7]([CH3:19])[C@@H:8]([C:16]([NH:34][C@H:33]([C:32]([OH:31])=[O:43])[CH2:35][CH2:36][C:37]1[CH:42]=[CH:41][CH:40]=[CH:39][CH:38]=1)=[O:17])[CH2:9][C:10]1[CH:15]=[CH:14][CH:13]=[CH:12][CH:11]=1)=[O:6] |f:1.2,4.5,6.7|. Reported procedure: Coupling of N-(3,5-dimethylbenzoyl)-N-methyl-(D)-phenylalanine (derived from the corresponding methylester described in example 78 by hydrolysis with lithium hydroxide in methanol/water: [a]D =+88° (c=1.0, ethanol)) with (L)-homo-phenylalanine methyl ester hydrochloride according to example 1 followed by hydrolysis of the methyl ester moiety according to example 12 gives N-(3,5-dimethylbenzoyl)-N-methyl-(D)-phenylalanyl-(L)-homo-phenylalanine; FAB-MS m/e 473 (M+H)+. Reactants: CCCCO, CCCCCl, CC#N, CCOCC, NC(=O)[O-], O=C=O. Yields the product CCCCOC(=O)OCCCC. Reaction SMILES: [CH2:1]([CH2:2][CH2:3][CH3:4])[OH:5].[CH2:9]([CH2:10][CH2:11][CH3:12])[Cl:13].[CH3:18][C:19]#[N:20].[CH3:21][CH2:22][O:23][CH2:24][CH3:25].[NH2:14][C:15](=[O:16])[O-:17].[O:6]=[C:7]=[O:8]>>[CH2:1]([CH2:2][CH2:3][CH3:4])[O:5][C:7]([O:6][CH2:9][CH2:10][CH2:11][CH3:12])=[O:8]. Starting materials: CS(=O)(=O)Cl (Methanesulfonyl chloride), FC=1C=CC(=C(C1)C1=NOC(=N1)C=1C=CC(=C(N)C1)N1C(CCCC1)C)OC (5-[3-(5-fluoro-2-methoxyphenyl)-1,2,4-oxadiazol-5-yl]-2-(2-methylpiperidin-1-yl)aniline). Solvent: N1=CC=CC=C1 (pyridine). Reaction conditions: time 16 hour. Product: FC=1C=CC(=C(C1)C1=NOC(=N1)C=1C=CC(=C(C1)NS(=O)(=O)C)N1C(CCCC1)C)OC (N-[5-[3-(5-fluoro-2-methoxyphenyl)-1,2,4-oxadiazol-5-yl]-2-(2-methylpiperidin-1-yl)phenyl]methanesulfonamide). RXN SMILES: [CH3:1][S:2](Cl)(=[O:4])=[O:3].[F:6][C:7]1[CH:8]=[CH:9][C:10]([O:32][CH3:33])=[C:11]([C:13]2[N:17]=[C:16]([C:18]3[CH:19]=[CH:20][C:21]([N:25]4[CH2:30][CH2:29][CH2:28][CH2:27][CH:26]4[CH3:31])=[C:22]([CH:24]=3)[NH2:23])[O:15][N:14]=2)[CH:12]=1>N1C=CC=CC=1>[F:6][C:7]1[CH:8]=[CH:9][C:10]([O:32][CH3:33])=[C:11]([C:13]2[N:17]=[C:16]([C:18]3[CH:19]=[CH:20][C:21]([N:25]4[CH2:30][CH2:29][CH2:28][CH2:27][CH:26]4[CH3:31])=[C:22]([NH:23][S:2]([CH3:1])(=[O:4])=[O:3])[CH:24]=3)[O:15][N:14]=2)[CH:12]=1. Procedure details: Methanesulfonyl chloride (20 μL; 0.26 mmol; 1.2 eq.) was added to a solution of Example 69 (83 mg; 0.22 mmol; 1 eq.) in pyridine (1 mL) and the resulting solution was stirred at room temperature for 16 hours. The solution was then partitioned between water and ethyl acetate. The two phases were separated and the aqueous layer was extracted with ethyl acetate. The combined organic phase was washed (3×) with 0.1M HCl, dried over magnesium sulfate and concentrated in vacuo. Purification by column c... The product is COc1cccc(Cl)c1C(O)C(N)=O. RXN SMILES: [C:17](=[O:18])([OH:19])[O-:20].[CH3:22][CH2:23][O:24][C:25](=[O:26])[CH3:27].[Cl:1][c:2]1[c:3]([CH:10]([C:11](=[O:12])[NH2:13])[O:14][CH:15]=[O:16])[c:4]([O:8][CH3:9])[cH:5][cH:6][cH:7]1.[Na+:21]>>[Cl:1][c:2]1[c:3]([CH:10]([C:11](=[O:12])[NH2:13])[OH:14])[c:4]([O:8][CH3:9])[cH:5][cH:6][cH:7]1. Starting materials: O=C([O-])O, CCOC(C)=O, COc1cccc(Cl)c1C(OC=O)C(N)=O, [Na+]. Starting materials: N[C@H]1C[S@@](C[C@H]([C@@H]1O)CC1=CC(=C(C(=C1)O[C@](C(F)(F)F)(OC)C)N)F)=O ((1R,3R,4S,5S)-3-amino-5-[4-amino-3-fluoro-5-((R)-2,2,2-trifluoro-1-methoxy-methyl-ethoxy)-benzyl]-1-oxo-tetrahydro-thiopyran-4-ol), C(C)(C)(C)C=1C=C(C=O)C=C(C1)OC (3-tert-butyl-5-methoxy-benzaldehyde). The product is NC1=C(C=C(C[C@@H]2C[S@](C[C@@H]([C@H]2O)NCC2=CC(=CC(=C2)OC)C(C)(C)C)=O)C=C1O[C@](C(F)(F)F)(OC)C)F ((1R,3S,4S,5R)-3-[4-Amino-3-fluoro-5-((R)-2,2,2-trifluoro-1-methoxy-methyl-ethoxy)-benzyl]-5-(3-tert-butyl-5-methoxy-benzylamino)-1-oxo-tetrahydro-thiopyran-4-ol). As a reaction SMILES: [NH2:1][C@@H:2]1[C@@H:7]([OH:8])[C@H:6]([CH2:9][C:10]2[CH:15]=[C:14]([O:16][C@@:17]([CH3:24])([O:22][CH3:23])[C:18]([F:21])([F:20])[F:19])[C:13]([NH2:25])=[C:12]([F:26])[CH:11]=2)[CH2:5][S@@:4](=[O:27])[CH2:3]1.[C:28]([C:32]1[CH:33]=[C:34]([CH:37]=[C:38]([O:40][CH3:41])[CH:39]=1)[CH:35]=O)([CH3:31])([CH3:30])[CH3:29]>>[NH2:25][C:13]1[C:14]([O:16][C@@:17]([CH3:24])([O:22][CH3:23])[C:18]([F:21])([F:19])[F:20])=[CH:15][C:10]([CH2:9][C@H:6]2[C@H:7]([OH:8])[C@@H:2]([NH:1][CH2:35][C:34]3[CH:37]=[C:38]([O:40][CH3:41])[CH:39]=[C:32]([C:28]([CH3:31])([CH3:30])[CH3:29])[CH:33]=3)[CH2:3][S@:4](=[O:27])[CH2:5]2)=[CH:11][C:12]=1[F:26]. Reported procedure: The title compound was prepared in an analogous manner as described for example 48g starting from (1R,3R,4S,5S)-3-amino-5-[4-amino-3-fluoro-5-((R)-2,2,2-trifluoro-1-methoxy-methyl-ethoxy)-benzyl]-1-oxo-tetrahydro-thiopyran-4-ol (example 48f) and 3-tert-butyl-5-methoxy-benzaldehyde and was obtained after purification by column chromatography on silica gel with (EtOAc/5% MeOH) 70-0% hexane as a colorless foam: TLC (AcOEt-MeOH 19:1) Rf=0.43; HPLC RtH1=2.55 min; ESIMS [M+H]+=591; 1H NMR (600 MHz, DM...